describe an organic reaction: reactants, conditions, products, and yield From a dataset of the Open Reaction Database (ORD), a public repository of structured organic reaction records. Reactants: CC(=O)O, CC(=O)Nc1ccc(C(=O)C[N+](=O)[O-])c(Cl)c1, [Na+], [OH-], O. The product is Nc1ccc(C(=O)C[N+](=O)[O-])c(Cl)c1. RXN SMILES: [CH3:20][C:21](=[O:22])[OH:23].[Cl:1][c:2]1[cH:3][c:4]([NH:14][C:15](=[O:16])[CH3:17])[cH:5][cH:6][c:7]1[C:8](=[O:9])[CH2:10][N+:11](=[O:12])[O-:13].[Na+:19].[OH-:18].[OH2:24]>>[Cl:1][c:2]1[cH:3][c:4]([NH2:14])[cH:5][cH:6][c:7]1[C:8](=[O:9])[CH2:10][N+:11](=[O:12])[O-:13]. Starting materials: CC(=O)O, CCOC(=O)C(C)(C)N1COC(C)=CC1=O, O=C1CCC(=O)N1I. Yields the product CCOC(=O)C(C)(C)N1COC(C)=C(I)C1=O. RXN SMILES: [CH3:25][C:26](=[O:27])[OH:28].[CH3:9][C:10]1=[CH:11][C:12](=[O:24])[N:13]([C:16]([C:17](=[O:18])[O:19][CH2:20][CH3:21])([CH3:22])[CH3:23])[CH2:14][O:15]1.[I:1][N:2]1[C:3](=[O:4])[CH2:5][CH2:6][C:7]1=[O:8]>>[I:1][C:11]1=[C:10]([CH3:9])[O:15][CH2:14][N:13]([C:16]([C:17](=[O:18])[O:19][CH2:20][CH3:21])([CH3:22])[CH3:23])[C:12]1=[O:24]. The reactants are CCCC[Sn](CCCC)(CCCC)c1csc(C2OCCO2)c1, COc1cc(Nc2c(C#N)cnc3cc(I)sc23)c(Cl)cc1Cl, C1COCCO1. Yields the product COc1cc(Nc2c(C#N)cnc3cc(-c4csc(C5OCCO5)c4)sc23)c(Cl)cc1Cl. Reaction SMILES: [CH2:24]([Sn:25]([CH2:26][CH2:27][CH2:28][CH3:39])([c:29]1[cH:30][s:31][c:32]([CH:34]2[O:35][CH2:36][CH2:37][O:38]2)[cH:33]1)[CH2:40][CH2:41][CH2:42][CH3:43])[CH2:44][CH2:45][CH3:46].[Cl:1][c:2]1[c:3]([NH:11][c:12]2[c:13]3[c:14]([n:15][cH:16][c:17]2[C:18]#[N:19])[cH:20][c:21]([I:23])[s:22]3)[cH:4][c:5]([O:9][CH3:10])[c:6]([Cl:8])[cH:7]1.[O:47]1[CH2:48][CH2:49][O:50][CH2:51][CH2:52]1>>[Cl:1][c:2]1[c:3]([NH:11][c:12]2[c:13]3[c:14]([n:15][cH:16][c:17]2[C:18]#[N:19])[cH:20][c:21](-[c:29]2[cH:30][s:31][c:32]([CH:34]4[O:35][CH2:36][CH2:37][O:38]4)[cH:33]2)[s:22]3)[cH:4][c:5]([O:9][CH3:10])[c:6]([Cl:8])[cH:7]1. Starting materials: C(C)(C)C1=CC=C(C=C1)C1COC2=C1C=C(C(=C2C)C)N (3-(4-isopropylphenyl)-6,7-dimethyl-2,3-dihydro-1-benzofuran-5-amine), Example 31, BrN1C(CCC1=O)=O (N-bromosuccinimide). Solvent: C(C)#N (acetonitrile). Reaction conditions: time 10 minute. Product: BrC1=C(C(=C(C2=C1C(CO2)C2=CC=C(C=C2)C(C)C)C)C)N ((4-Bromo-3-(4-isopropylphenyl)-6,7-dimethyl-2,3-dihydro-1-benzofuran-5-yl)amine). The yield is 34.0%. RXN SMILES: [CH:1]([C:4]1[CH:9]=[CH:8][C:7]([CH:10]2[C:14]3[CH:15]=[C:16]([NH2:21])[C:17]([CH3:20])=[C:18]([CH3:19])[C:13]=3[O:12][CH2:11]2)=[CH:6][CH:5]=1)([CH3:3])[CH3:2].[Br:22]N1C(=O)CCC1=O>C(#N)C>[Br:22][C:15]1[C:14]2[CH:10]([C:7]3[CH:8]=[CH:9][C:4]([CH:1]([CH3:3])[CH3:2])=[CH:5][CH:6]=3)[CH2:11][O:12][C:13]=2[C:18]([CH3:19])=[C:17]([CH3:20])[C:16]=1[NH2:21]. Procedure details: To a solution of 3-(4-isopropylphenyl)-6,7-dimethyl-2,3-dihydro-1-benzofuran-5-amine synthesized in Reference Example 31 (5.62 g, 21.1 mmol) in acetonitrile (60 mL), was added N-bromosuccinimide (3.76 g, 21.1 mmol) at −20° C., and the mixture was stirred at the same temperature for 10 minutes. The solvent was distilled off under reduced pressure, and the residue was purified by silica gel column chromatography (ethyl acetate:hexane=1:4) to obtain 0.90 g (yield 34%) of the title compound. Melting... The reactants are [Cl-].[NH4+] (ammonium chloride), N1=CC=CC=C1 (pyridine), CC=1[C@H](CC(C1CC#C)=O)O ((S)-2-methyl-4-oxo-3-(2-propynyl)-cyclopent-2-enyl alcohol), ClC(=C[C@H]1C([C@@H]1C(=O)Cl)(C)C)Cl ((1R)-trans-3-(2, 2-dichlorovinyl)-2,2-dimethylcyclopropanecarboxylic acid chloride). Solvent: C1(=CC=CC=C1)C (toluene). Product: ClC(=C[C@H]1C([C@@H]1C(=O)O[C@@H]1C(=C(C(C1)=O)CC#C)C)(C)C)Cl ((S)-2-methyl-4-oxo-3-(2-propynyl)-cyclopent-2-enyl (1R)-trans-3-(2,2-dichlorovinyl)-2,2-dimethylcyclopropanecarboxylate). Yield: 78.3%. RXN SMILES: N1C=CC=CC=1.[CH3:7][C:8]1[C@@H:9]([OH:17])[CH2:10][C:11](=[O:16])[C:12]=1[CH2:13][C:14]#[CH:15].[Cl:18][C:19]([Cl:29])=[CH:20][C@@H:21]1[C@@H:23]([C:24](Cl)=[O:25])[C:22]1([CH3:28])[CH3:27].[Cl-].[NH4+]>C1(C)C=CC=CC=1>[Cl:18][C:19]([Cl:29])=[CH:20][C@@H:21]1[C@@H:23]([C:24]([O:17][C@H:9]2[CH2:10][C:11](=[O:16])[C:12]([CH2:13][C:14]#[CH:15])=[C:8]2[CH3:7])=[O:25])[C:22]1([CH3:27])[CH3:28] |f:3.4|. Procedure details: 3.4 Grams of pyridine was added to a mixture of 5.0 g of (S)-2-methyl-4-oxo-3-(2-propynyl)-cyclopent-2-enyl alcohol, 8.0 g of (1R)-trans-3-(2, 2-dichlorovinyl)-2,2-dimethylcyclopropanecarboxylic acid chloride and 50 ml of toluene under ice-cooling. The resulting mixture was allowed to react at room temperature for 12 hours. Thereafter, about 50 ml of a saturated aqueous ammonium chloride solution was added to the resultant reaction solution, which was then extracted with three 50-ml portions of ... The reactants are C(C)(=O)OC1C2C3C4C=CC(C3C(C1)C2)C4 (8-acetoxytetracyclo[4.4.0.12,5.17,10]dodec-3-ene), O1CCOCC1 (1,4-dioxane), [OH-].[K+] (potassium hydroxide), O.O.C(C(=O)O)(=O)O (oxalic acid di-hydrate), [OH-].[K+] (potassium hydroxide). Run in O (water). Conditions: time 4 hour. Product: OC1C2C3C4C=CC(C3C(C1)C2)C4 (8-hydroxytetracyclo [4.4.0.12,5.17,10]dodec-3-ene), ( 14 ). Yield: 95.0%. As a reaction SMILES: C([O:4][CH:5]1[CH2:14][CH:13]2[CH2:15][CH:6]1[CH:7]1[CH:12]2[CH:11]2[CH2:16][CH:8]1[CH:9]=[CH:10]2)(=O)C.O1CCOCC1.[OH-].[K+].O.O.C(O)(=O)C(O)=O>O>[OH:4][CH:5]1[CH2:14][CH:13]2[CH2:15][CH:6]1[CH:7]1[CH:12]2[CH:11]2[CH2:16][CH:8]1[CH:9]=[CH:10]2 |f:2.3,4.5.6|. Reported procedure: 100 parts of 8-acetoxytetracyclo[4.4.0.12,5.17,10]dodec-3-ene, 200 parts of 1,4-dioxane, 50 parts of distilled water, and 50 parts of potassium hydroxide were placed in a flask. A hydrolysis reaction was carried out for 4 hours in a nitrogen atmosphere at 100° C. After cooling, an aqueous solution of oxalic acid di-hydrate in an amount of 1.1 equivalent of the potassium hydroxide was added dropwise to coagulate the reaction product. The coagulate was washed with a large amount of water, then was... Starting materials: CN1CCCC2=CC=CC=C12 (1-methyl-1,2,3,4-tetrahydroquinoline), O=P(Cl)(Cl)Cl (POCl3), CN(C)C=O (DMF). Conditions: time 8 hour. The product is CN1CCCC2=CC(=CC=C12)C=O (1-methyl-1,2,3,4-tetrahydroquinoline-6-carbaldehyde). The yield is 41.0%. As a reaction SMILES: [CH3:1][N:2]1[C:11]2[C:6](=[CH:7][CH:8]=[CH:9][CH:10]=2)[CH2:5][CH2:4][CH2:3]1.O=P(Cl)(Cl)Cl.CN([CH:20]=[O:21])C>>[CH3:1][N:2]1[C:11]2[C:6](=[CH:7][C:8]([CH:20]=[O:21])=[CH:9][CH:10]=2)[CH2:5][CH2:4][CH2:3]1. Reported procedure: To a solution of 1-methyl-1,2,3,4-tetrahydroquinoline (4.4 g, ca. 30.0 mmol) in DMF (30 mL) was added POCl3 (2.8 mL, 30.0 mmol, 1.0 eq) at 0° C. The mixture was allowed to warm to room temperature and stirred overnight. The reaction mixture was poured onto ice then extracted with Et2O (3×50 mL). The combined organic layers were dried over Na2SO4 then concentrated to give a crude product which was purified by flash column chromatography (0-20% EtOAc in hexanes) to afford the title compound (2.17 ... Starting materials: CO, [Na+], [OH-], C=CCOc1cc(C(=O)OC)cc(-c2nc(-c3ccccn3)no2)c1. Product: C=CCOc1cc(C(=O)O)cc(-c2nc(-c3ccccn3)no2)c1. Reaction SMILES: [CH3:28][OH:29].[Na+:27].[OH-:26].[n:1]1[c:2](-[c:7]2[n:8][o:9][c:10](-[c:12]3[cH:13][c:14]([O:22][CH2:23][CH:24]=[CH2:25])[cH:15][c:16]([C:18](=[O:19])[O:20][CH3:21])[cH:17]3)[n:11]2)[cH:3][cH:4][cH:5][cH:6]1>>[n:1]1[c:2](-[c:7]2[n:8][o:9][c:10](-[c:12]3[cH:13][c:14]([O:22][CH2:23][CH:24]=[CH2:25])[cH:15][c:16]([C:18](=[O:19])[OH:20])[cH:17]3)[n:11]2)[cH:3][cH:4][cH:5][cH:6]1. Reactants: ClC=1C=CC(=C(/C=C/C(=O)OC)C1)NS(=O)(=O)C1=CC=CC=C1 (methyl trans-5-chloro-2-(phenylsulfonylamino)cinnamate), Br.BrCC(=O)C1=C(N=NS1)C (5-bromoacetyl-4-methyl-1,2,3-thiadiazole hydrobromide). Yields the product COC(CC1=C(NC2=CC=C(C=C12)Cl)C(=O)C1=C(N=NS1)C)=O (Methyl[5-chloro-2-(4-methyl-1,2,3-thiadiazole-5-carbonyl)-1H-indol-3-yl]acetate). As a reaction SMILES: [Cl:1][C:2]1[CH:3]=[CH:4][C:5]([NH:14]S(C2C=CC=CC=2)(=O)=O)=[C:6]([CH:13]=1)/[CH:7]=[CH:8]/[C:9]([O:11][CH3:12])=[O:10].Br.Br[CH2:26][C:27]([C:29]1[S:33][N:32]=[N:31][C:30]=1[CH3:34])=[O:28]>>[CH3:12][O:11][C:9](=[O:10])[CH2:8][C:7]1[C:6]2[C:5](=[CH:4][CH:3]=[C:2]([Cl:1])[CH:13]=2)[NH:14][C:26]=1[C:27]([C:29]1[S:33][N:32]=[N:31][C:30]=1[CH3:34])=[O:28] |f:1.2|. Procedure: The title compound was prepared according to the procedure described in Example 57 from methyl trans-5-chloro-2-(phenylsulfonylamino)cinnamate (Example 36, step 3) and 5-bromoacetyl-4-methyl-1,2,3-thiadiazole hydrobromide*.